describe an organic reaction: reactants, conditions, products, and yield From a dataset of the Open Reaction Database (ORD), a public repository of structured organic reaction records. The reactants are CCOC(=O)C1(C)CN(Cc2ccccc2)CC1C, O=C(Cl)OCc1ccccc1, ClCCl. Yields the product CCOC(=O)C1(C)CN(C(=O)OCc2ccccc2)CC1C. Reaction SMILES: [CH2:1]([CH3:2])[O:3][C:4](=[O:5])[C:6]1([CH3:19])[CH2:7][N:8]([CH2:12][c:13]2[cH:14][cH:15][cH:16][cH:17][cH:18]2)[CH2:9][CH:10]1[CH3:11].[Cl:20][C:21](=[O:22])[O:23][CH2:24][c:25]1[cH:26][cH:27][cH:28][cH:29][cH:30]1.[Cl:31][CH2:32][Cl:33]>>[CH2:1]([CH3:2])[O:3][C:4](=[O:5])[C:6]1([CH3:19])[CH2:7][N:8]([C:21](=[O:22])[O:23][CH2:24][c:25]2[cH:26][cH:27][cH:28][cH:29][cH:30]2)[CH2:9][CH:10]1[CH3:11]. Starting materials: N,N',N"-tris-(6-isocyanatohexyl)-isocyanurate, C(C)(=O)OCCCOC (Methoxypropyl acetate), polyisocyanate, N1CNCCC1 (hexahydropyrimidine), O1C(NC=C1)=O (oxazolone). Solvent: O (water). Yields the product N(CCO)CCO (diethanolamine), C(C(C)C)=O (isobutyraldehyde). RXN SMILES: C(O[CH2:5][CH2:6][CH2:7][O:8]C)(=O)C.N1CCCN[CH2:11]1.[O:16]1[CH:20]=[CH:19][NH:18]C1=O>O>[NH:18]([CH2:6][CH2:7][OH:8])[CH2:19][CH2:20][OH:16].[CH:7](=[O:8])[CH:6]([CH3:11])[CH3:5]. Reported procedure: 216.7 g of Methoxypropyl acetate and 116.1 g of a polyisocyanate containing isocyanurate groups and based on hexamethylene diisocyanate, consisting mainly of N,N',N"-tris-(6-isocyanatohexyl)-isocyanurate, are introduced under a nitrogen atmosphere into a reaction vessel equipped with stirrer and cooling and heating means. A mixture of 29.9 g of hexahydropyrimidine B8 and 70.7 g of an oxazolone which has been obtained by the reaction of one equivalent of diethanolamine with one equivalent of isob... The reactants are Cl (HCl), C(C)(C)(C)OC(=O)N1CCN(CC1)C1=NC=NC2=CC=C(C=C12)Br (4-(6-bromo-quinazolin-4-yl)-piperazine-1-carboxylic acid tert-butyl ester). The solvent is CO (MeOH). Conditions: time 8 hour. Product: BrC=1C=C2C(=NC=NC2=CC1)N1CCNCC1 (6-bromo-4-piperazin-1-yl-quinazoline), bis-hydrochloride. Isolated yield 93.0%. Reaction SMILES: Cl.C(OC([N:9]1[CH2:14][CH2:13][N:12]([C:15]2[C:24]3[C:19](=[CH:20][CH:21]=[C:22]([Br:25])[CH:23]=3)[N:18]=[CH:17][N:16]=2)[CH2:11][CH2:10]1)=O)(C)(C)C>CO>[Br:25][C:22]1[CH:23]=[C:24]2[C:19](=[CH:20][CH:21]=1)[N:18]=[CH:17][N:16]=[C:15]2[N:12]1[CH2:13][CH2:14][NH:9][CH2:10][CH2:11]1. Procedure details: HCl (1.0 M in Et2O, 30 mL) was added to a solution of 4-(6-bromo-quinazolin-4-yl)-piperazine-1-carboxylic acid tert-butyl ester (1.50 g, 3.81 mmol) in MeOH (50 mL) and stirred at room temperature overnight. The mixture was concentrated in vacuo to give 6-bromo-4-piperazin-1-yl-quinazoline as the bis-hydrochloride salt (1.3 g, 93%.) MS (APCI+) [M+H]+ 295.1. The reactants are O=[N+]([O-])c1ccc(F)cc1OCc1ccccc1, CS(C)=O, [K], O=C(OCc1ccccc1)c1ccc(O)cc1. Yields the product O=C(OCc1ccccc1)c1ccc(Oc2ccc([N+](=O)[O-])c(OCc3ccccc3)c2)cc1. RXN SMILES: [CH2:1]([c:2]1[cH:3][cH:4][cH:5][cH:6][cH:7]1)[O:8][c:9]1[c:10]([N+:16](=[O:17])[O-:18])[cH:11][cH:12][c:13]([F:15])[cH:14]1.[CH3:37][S:38](=[O:39])[CH3:40].[K:19].[OH:20][c:21]1[cH:22][cH:23][c:24]([C:25](=[O:26])[O:27][CH2:28][c:29]2[cH:30][cH:31][cH:32][cH:33][cH:34]2)[cH:35][cH:36]1>>[CH2:1]([c:2]1[cH:3][cH:4][cH:5][cH:6][cH:7]1)[O:8][c:9]1[c:10]([N+:16](=[O:17])[O-:18])[cH:11][cH:12][c:13]([O:20][c:21]2[cH:22][cH:23][c:24]([C:25](=[O:26])[O:27][CH2:28][c:29]3[cH:30][cH:31][cH:32][cH:33][cH:34]3)[cH:35][cH:36]2)[cH:14]1. Starting materials: O=C1c2ccccc2C(=O)N1CCCCCCBr, CCCC[N+](CCCC)(CCCC)CCCC, CCN(C(C)C)C(C)C, Cl, [I-], C1COCCO1, c1ccc(C2CCNCC2)cc1. Yields the product O=C1c2ccccc2C(=O)N1CCCCCCN1CCC(c2ccccc2)CC1. RXN SMILES: [Br:14][CH2:15][CH2:16][CH2:17][CH2:18][CH2:19][CH2:20][N:21]1[C:22](=[O:31])[c:23]2[c:24]([cH:27][cH:28][cH:29][cH:30]2)[C:25]1=[O:26].[CH2:42]([N+:43]([CH2:44][CH2:45][CH2:46][CH3:47])([CH2:48][CH2:49][CH2:50][CH3:51])[CH2:52][CH2:53][CH2:54][CH3:55])[CH2:56][CH2:57][CH3:58].[CH:32]([N:33]([CH2:34][CH3:35])[CH:36]([CH3:37])[CH3:38])([CH3:39])[CH3:40].[ClH:1].[I-:41].[O:59]1[CH2:60][CH2:61][O:62][CH2:63][CH2:64]1.[c:2]1([CH:8]2[CH2:9][CH2:10][NH:11][CH2:12][CH2:13]2)[cH:3][cH:4][cH:5][cH:6][cH:7]1>>[c:2]1([CH:8]2[CH2:9][CH2:10][N:11]([CH2:15][CH2:16][CH2:17][CH2:18][CH2:19][CH2:20][N:21]3[C:22](=[O:31])[c:23]4[c:24]([cH:27][cH:28][cH:29][cH:30]4)[C:25]3=[O:26])[CH2:12][CH2:13]2)[cH:3][cH:4][cH:5][cH:6][cH:7]1. The reactants are NC=1C=C(C(=O)O)C=CC1Cl (3-amino-4-chlorobenzoic acid), NC(=O)N (urea). Run in C(C)(=O)O (acetic acid). Yields the product ClC1=C(C=C(C(=O)O)C=C1)NC(=O)N (4-chloro-3-ureido-benzoic acid). Isolated yield 81.5%. As a reaction SMILES: [NH2:1][C:2]1[CH:3]=[C:4]([CH:8]=[CH:9][C:10]=1[Cl:11])[C:5]([OH:7])=[O:6].[NH2:12][C:13](N)=[O:14]>C(O)(=O)C>[Cl:11][C:10]1[CH:9]=[CH:8][C:4]([C:5]([OH:7])=[O:6])=[CH:3][C:2]=1[NH:1][C:13]([NH2:12])=[O:14]. Procedure: A stirred solution of 3-amino-4-chlorobenzoic acid (34.2 g, 200 mmol) and urea (24 g, 400 mmol) in glacial acetic acid (200 mL) was heated at 100° C. for 24 h. The mixture was allowed to cool to room temperature and the resulting precipitate was separated by filtration, washed with water (2×100 mL) and diethyl ether (2×100 mL), then air dried to give 35 g of 4-chloro-3-ureido-benzoic acid as a grey solid that was carried on without further purification. Starting materials: Cl (hydrochloric acid), [OH-].[Na+] (sodium hydroxide), FC1=C(C=C(C=C1)F)/C=C/CN1CC(C1)(C(=O)OC)CCCC1=C(C=NC2=CC=C(C=C12)OC)F (methyl 1-[(2E)-3-(2,5-difluorophenyl)-2-propenyl]-3-[3-(3-fluoro-6-methoxyquinolin-4-yl)propyl]azetidine-3-carboxylate), [OH-].[Na+] (sodium hydroxide). Run in O1CCOCC1 (dioxane). Yields the product FC1=C(C=C(C=C1)F)/C=C/CN1CC(C1)(C(=O)O)CCCC1=C(C=NC2=CC=C(C=C12)OC)F (1-[(2E)-3-(2,5-difluorophenyl)-2-propenyl]-3-[3-(3-fluoro-6-methoxyquinolin-4-yl)propyl]-3-azetidinecarboxylic acid). The yield is 74.7%. As a reaction SMILES: [OH-].[Na+].[F:3][C:4]1[CH:9]=[CH:8][C:7]([F:10])=[CH:6][C:5]=1/[CH:11]=[CH:12]/[CH2:13][N:14]1[CH2:17][C:16]([CH2:22][CH2:23][CH2:24][C:25]2[C:34]3[C:29](=[CH:30][CH:31]=[C:32]([O:35][CH3:36])[CH:33]=3)[N:28]=[CH:27][C:26]=2[F:37])([C:18]([O:20]C)=[O:19])[CH2:15]1.Cl>O1CCOCC1>[F:3][C:4]1[CH:9]=[CH:8][C:7]([F:10])=[CH:6][C:5]=1/[CH:11]=[CH:12]/[CH2:13][N:14]1[CH2:17][C:16]([CH2:22][CH2:23][CH2:24][C:25]2[C:34]3[C:29](=[CH:30][CH:31]=[C:32]([O:35][CH3:36])[CH:33]=3)[N:28]=[CH:27][C:26]=2[F:37])([C:18]([OH:20])=[O:19])[CH2:15]1 |f:0.1|. Procedure details: 5 cm3 of a 5 N aqueous sodium hydroxide solution are added at a temperature in the region of 20° C. to 614 mg (1.267 mmol) of methyl 1-[(2E)-3-(2,5-difluorophenyl)-2-propenyl]-3-[3-(3-fluoro-6-methoxyquinolin-4-yl)propyl]azetidine-3-carboxylate in solution in 20 cm3 of dioxane. After stirring under reflux for 1.5 hours, 6 cm3 of a 5 N aqueous sodium hydroxide solution are again added, and the medium is kept under reflux for another 3 hours; the reaction medium is cooled and supplemented with 4.5...